From a dataset of the Open Reaction Database (ORD), a public repository of structured organic reaction records. describe an organic reaction: reactants, conditions, products, and yield Starting materials: CC=1C(C2=C(OC1C#N)C1=C(SC2)C=CC=C1)=O (3-methyl-4-oxo-4H,5H-[1]benzothiopyrano[4,3-b]pyran-2-carbonitrile), [OH-].[Na+] (sodium hydroxide), Cl (hydrochloric acid). Procedure: A solution of 3-methyl-4-oxo-4H,5H-[1]benzothiopyrano[4,3-b]pyran-2-carbonitrile (0.255 g, 1 mmole, described in Example 6) in 2.5 N aqueous sodium hydroxide (10 ml) and methanol (5 ml) is refluxed overnight. The solution is acidified with hydrochloric acid. The precipitate is collected and dissolved in 1 N aqueous sodium hydroxide. The solution is washed with chloroform and acidified with hydrochloric acid. The precipitate is collected and crystallized from methanol to give the title compound (... As a reaction SMILES: [CH3:1][C:2]1[C:3](=[O:18])[C:4]2[CH2:13][S:12][C:11]3[CH:14]=[CH:15][CH:16]=[CH:17][C:10]=3[C:5]=2[O:6][C:7]=1C#N.Cl.[OH-:20].[Na+]>CO>[CH3:1][CH:2]1[C:7](=[O:20])[O:6][C:5]2[C:10]3[CH:17]=[CH:16][CH:15]=[CH:14][C:11]=3[S:12][CH2:13][C:4]=2[C:3]1=[O:18] |f:2.3|. The product is CC1C(C2=C(OC1=O)C1=C(SC2)C=CC=C1)=O (3-Methyl-4H,5H-[1]benzothiopyrano[4,3-b]pyran-2,4-dione). Run in CO (methanol). The reactants are C1CCC2=CC(=CC=C12)NN (indan-5-yl-hydrazine), C(CC(=O)C)(=O)OCC (ethyl acetoacetate). Run in C(C)(=O)O (acetic acid). Reaction conditions: temperature 100 celsius. Product: C1CCC2=CC(=CC=C12)N1N=C(CC1=O)C (2-indan-5-yl-5-methyl-2,4-dihydro-pyrazol-3-one). The yield is 62.2%. Reaction SMILES: [CH2:1]1[C:9]2[C:4](=[CH:5][C:6]([NH:10][NH2:11])=[CH:7][CH:8]=2)[CH2:3][CH2:2]1.[C:12](OCC)(=[O:17])[CH2:13][C:14]([CH3:16])=O>C(O)(=O)C>[CH2:1]1[C:9]2[C:4](=[CH:5][C:6]([N:10]3[C:12](=[O:17])[CH2:13][C:14]([CH3:16])=[N:11]3)=[CH:7][CH:8]=2)[CH2:3][CH2:2]1. Procedure details: Indan-5-yl-hydrazine 1h (2.05 g, 13.8 mmol) was dissolved in 50 mL of acetic acid followed by addition of ethyl acetoacetate (1.76 mL, 13.8 mmol). The reaction mixture was heated at 100° C. overnight. The mixture was concentrated under reduced pressure and the resulting residue was purified by silica gel column chromatography to obtain the title compound 2-indan-5-yl-5-methyl-2,4-dihydro-pyrazol-3-one 1i (1.84 g, yield 62.3%) as a yellow solid. Reactants: ClC1=NC(=CC=C1)OCC=1SC=CC1 (2-Chloro-6-(2-thienylmethoxy)pyridine), N1CCNCC1 (piperazine), C(=O)([O-])[O-].[K+].[K+] (K2CO3). Run in C(C)#N (acetonitrile), ClCCl (dichlorometane). Run at temperature 125 celsius. The product is S1C(=CC=C1)COC1=CC=CC(=N1)N1CCNCC1 (1-[6-(2-Thienylmethoxy)-2-pyridinyl]piperazine). The yield is 47.0%. As a reaction SMILES: Cl[C:2]1[CH:7]=[CH:6][CH:5]=[C:4]([O:8][CH2:9][C:10]2[S:11][CH:12]=[CH:13][CH:14]=2)[N:3]=1.[NH:15]1[CH2:20][CH2:19][NH:18][CH2:17][CH2:16]1.C([O-])([O-])=O.[K+].[K+]>C(#N)C.ClCCl>[S:11]1[CH:12]=[CH:13][CH:14]=[C:10]1[CH2:9][O:8][C:4]1[N:3]=[C:2]([N:15]2[CH2:20][CH2:19][NH:18][CH2:17][CH2:16]2)[CH:7]=[CH:6][CH:5]=1 |f:2.3.4|. Reported procedure: A mixture of the product from step 1 above (1.35 g, 5.98 mmol), piperazine (1.55 g, 17.9 mmol) and K2CO3 (0.91 g, 6.58 mmol) in acetonitrile (5 mL) was heated at 125 125° C. for 6.5 h in a sealed pyrex flask. The reaction mixture was diluted with dichlorometane, filtered and concentrated in vacuo. The semi-solid residue was purified by silica gel (16×4 cm) chromatography using CHCl3/MeOH (9:1) as eluent. Solvents were evaporated and the oily residue was redissolved in CHCl3/ether (1:1). Filtrati... RXN SMILES: [CH3:40][CH2:41][OH:42].[ClH:39].[NH2:1][c:2]1[c:3]([Cl:38])[cH:4][c:5]([CH:9]([OH:10])[CH2:11][N:12]([CH2:13][c:14]2[cH:15][cH:16][cH:17][cH:18][cH:19]2)[CH2:20][CH2:21][CH2:22][CH2:23][CH2:24][CH2:25][O:26][CH2:27][CH2:28][CH2:29][CH2:30][c:31]2[n:32][cH:33][cH:34][cH:35][c:36]2[OH:37])[cH:6][c:7]1[Cl:8].[Pd:43]=[O:44]>>[NH2:1][c:2]1[c:3]([Cl:38])[cH:4][c:5]([CH:9]([OH:10])[CH2:11][NH:12][CH2:20][CH2:21][CH2:22][CH2:23][CH2:24][CH2:25][O:26][CH2:27][CH2:28][CH2:29][CH2:30][c:31]2[n:32][cH:33][cH:34][cH:35][c:36]2[OH:37])[cH:6][c:7]1[Cl:8]. The product is Nc1c(Cl)cc(C(O)CNCCCCCCOCCCCc2ncccc2O)cc1Cl. Starting materials: CCO, Cl, Nc1c(Cl)cc(C(O)CN(CCCCCCOCCCCc2ncccc2O)Cc2ccccc2)cc1Cl, O=[Pd].